This data is from the Open Reaction Database (ORD), a public repository of structured organic reaction records. The task is: describe an organic reaction: reactants, conditions, products, and yield Reactants: C(C=C)C1=C(OCC(=O)O)C=C(C=C1)C(F)(F)F (2-allyl-5-trifluoromethyl-phenoxy-acetic acid), S(=O)(Cl)Cl (thionyl chloride). Yields the product C(C=C)C1=C(OCC(=O)Cl)C=C(C=C1)C(F)(F)F (2-allyl-5-trifluoromethyl-phenoxy-acetic acid chloride). RXN SMILES: [CH2:1]([C:4]1[CH:14]=[CH:13][C:12]([C:15]([F:18])([F:17])[F:16])=[CH:11][C:5]=1[O:6][CH2:7][C:8](O)=[O:9])[CH:2]=[CH2:3].S(Cl)([Cl:21])=O>>[CH2:1]([C:4]1[CH:14]=[CH:13][C:12]([C:15]([F:18])([F:17])[F:16])=[CH:11][C:5]=1[O:6][CH2:7][C:8]([Cl:21])=[O:9])[CH:2]=[CH2:3]. Procedure: Using the procedure of Step E of Example 16, 5.2 g of the product of Step B and 40 ml of thionyl chloride were reacted to obtain 5.55 g of the expected product which was used as is for Step D. The reactants are CCOC(=O)C(CC(C)C)C(=O)OCC, Cc1ccccc1, ClCSCc1ccccc1, [H-], [Na+], O. Yields the product CCOC(=O)C(CSCc1ccccc1)(CC(C)C)C(=O)OCC. Reaction SMILES: [CH2:1]([CH:2]([CH3:3])[CH3:4])[CH:5]([C:6](=[O:7])[O:8][CH2:9][CH3:10])[C:11](=[O:12])[O:13][CH2:14][CH3:15].[CH3:29][c:30]1[cH:31][cH:32][cH:33][cH:34][cH:35]1.[Cl:18][CH2:19][S:20][CH2:21][c:22]1[cH:23][cH:24][cH:25][cH:26][cH:27]1.[H-:16].[Na+:17].[OH2:28]>>[CH2:1]([CH:2]([CH3:3])[CH3:4])[C:5]([C:6](=[O:7])[O:8][CH2:9][CH3:10])([C:11](=[O:12])[O:13][CH2:14][CH3:15])[CH2:19][S:20][CH2:21][c:22]1[cH:23][cH:24][cH:25][cH:26][cH:27]1. The reactants are FC1=CC=C(C=C1)CC1=CN=C2C(=C(C(N(C2=C1)CC(=O)N(CCOC)C)=O)C(=O)OCC)O (ethyl 7-[(4-fluorophenyl)methyl]-4-hydroxy-1-(2-{methyl[2-(methyloxy)ethyl]amino}-2-oxoethyl)-2-oxo-1,2-dihydro-1,5-naphthyridine-3-carboxylate), COCCN (2-methoxyethylamine). Yields the product FC1=CC=C(C=C1)CC1=CN=C2C(=C(C(N(C2=C1)CC(=O)N(CCOC)C)=O)C(=O)NCCOC)O (7-[(4-Fluorophenyl)methyl]-4-hydroxy-1-(2-{methyl[2-(methyloxy)ethyl]amino}-2-oxoethyl)-N-[2-(methyloxy)ethyl]-2-oxo-1,2-dihydro-1,5-naphthyridine-3-carboxamide). Reaction SMILES: [F:1][C:2]1[CH:7]=[CH:6][C:5]([CH2:8][C:9]2[CH:18]=[C:17]3[C:12]([C:13]([OH:34])=[C:14]([C:29](OCC)=[O:30])[C:15](=[O:28])[N:16]3[CH2:19][C:20]([N:22]([CH3:27])[CH2:23][CH2:24][O:25][CH3:26])=[O:21])=[N:11][CH:10]=2)=[CH:4][CH:3]=1.[CH3:35][O:36][CH2:37][CH2:38][NH2:39]>>[F:1][C:2]1[CH:7]=[CH:6][C:5]([CH2:8][C:9]2[CH:18]=[C:17]3[C:12]([C:13]([OH:34])=[C:14]([C:29]([NH:39][CH2:38][CH2:37][O:36][CH3:35])=[O:30])[C:15](=[O:28])[N:16]3[CH2:19][C:20]([N:22]([CH3:27])[CH2:23][CH2:24][O:25][CH3:26])=[O:21])=[N:11][CH:10]=2)=[CH:4][CH:3]=1. Reported procedure: This compound was prepared from ethyl 7-[(4-fluorophenyl)methyl]-4-hydroxy-1-(2-{methyl[2-(methyloxy)ethyl]amino}-2-oxoethyl)-2-oxo-1,2-dihydro-1,5-naphthyridine-3-carboxylate and 2-methoxyethylamine employing methods similar to those described in Example 9 and was purified by reverse phase preparative HPLC (C-18 stationary phase; 10-100% CH3CN/water/0.1% formic acid mobile phase). The product was obtained as an off-white solid: 1H NMR (CDCl3) mixture of rotamers δ 10.20 (1H, br), 8.55 and 8.50 ...